Dataset: the Open Reaction Database (ORD), a public repository of structured organic reaction records. Task: describe an organic reaction: reactants, conditions, products, and yield Starting materials: C(C1=CC=CC=C1)OC(C1=C(C(=CC=C1C)C)NS(=O)(=O)C1=CC=C(C=C1)OC)=O (2-(4-Methoxy-benzenesulfonylamino)-3,6-dimethyl-benzoic acidbenzyl ester). Run in CCCCCC (hexane). The product is C(C1=CC=CC=C1)OC(C1=C(C(=CC=C1C)C)N(S(=O)(=O)C1=CC=C(C=C1)OC)CC1=CC=CC=C1)=O (2-[Benzyl-(4-methoxy-benzenesulfonyl)-amino]-3,6-dimethyl-benzoic acid benzyl ester). Isolated yield 183.1%. Reaction SMILES: [CH2:1]([O:8][C:9](=[O:30])[C:10]1[C:15]([CH3:16])=[CH:14][CH:13]=[C:12]([CH3:17])[C:11]=1[NH:18][S:19]([C:22]1[CH:27]=[CH:26][C:25]([O:28][CH3:29])=[CH:24][CH:23]=1)(=[O:21])=[O:20])[C:2]1[CH:7]=[CH:6][CH:5]=[CH:4][CH:3]=1>CCCCCC>[CH2:1]([O:8][C:9](=[O:30])[C:10]1[C:15]([CH3:16])=[CH:14][CH:13]=[C:12]([CH3:17])[C:11]=1[N:18]([CH2:1][C:2]1[CH:7]=[CH:6][CH:5]=[CH:4][CH:3]=1)[S:19]([C:22]1[CH:23]=[CH:24][C:25]([O:28][CH3:29])=[CH:26][CH:27]=1)(=[O:21])=[O:20])[C:2]1[CH:3]=[CH:4][CH:5]=[CH:6][CH:7]=1. Procedure details: In the same manner as described in Example 9, 321 mg (0.754 mmol) of the product of Example 287 provided 356 mg (92%) of the desired product as a white solid after trituration with hexane. Electrospray Mass Spec 516 (M+H).